This data is from the Open Reaction Database (ORD), a public repository of structured organic reaction records. The task is: describe an organic reaction: reactants, conditions, products, and yield Reactants: [NH4+].[OH-] (NH4OH), C(=O)(Cl)Cl (phosgene), C1=2C(=O)OC(NC1=CC=CC2)=O (isatoic anhydride), NC1=C(C(=O)O)C=C(C=C1C)C (2-amino-3,5-dimethylbenzoic acid), CC=1C=C(C2=C(C(OC(N2)=O)=O)C1)C (6,8-dimethyl-2H-3, 1-benzoxazine-2,4(1H)-dione), product. The solvent is O1CCOCC1 (dioxane). Reaction conditions: time 2 hour. Product: NC1=C(C(=O)N)C=C(C=C1C)C (2-Amino-3,5-dimethylbenzamide). Reaction SMILES: C(Cl)(Cl)=O.[NH2:5][C:6]1[C:14]([CH3:15])=[CH:13][C:12]([CH3:16])=[CH:11][C:7]=1[C:8](O)=[O:9].CC1C=C(C)C2[NH:26]C(=O)OC(=O)C=2C=1.C12C(=CC=CC=1)NC(=O)OC2=O.[NH4+].[OH-]>O1CCOCC1>[NH2:5][C:6]1[C:14]([CH3:15])=[CH:13][C:12]([CH3:16])=[CH:11][C:7]=1[C:8]([NH2:26])=[O:9] |f:4.5|. Procedure: Liquid phosgene (55 g.) is added to a stirred solution of 30.1 g. (0.182 mol.) of 2-amino-3,5-dimethylbenzoic acid in 300 ml. of dioxane. The temperature is raised to 40°-45° C. and held for 2 hr. The mixture is stirred overnight at room temperature and filtered. The filter cake is washed with diethyl ether, giving 33 g. (95%) of 6,8-dimethyl-2H-3, 1-benzoxazine-2,4(1H)-dione; m.p.>300° C. The isatoic anhydride is then added to 435 ml. of 1 M. NH4OH. The mixture is stirred overnight at room temp... Starting materials: COC=1C=C(C=CC1OC)CCN (3,4-dimethoxyphenylethylamine), COC1=C(C=C(C=C1)OC)CC(=O)Cl (2,5-dimethoxyphenyl acetyl chloride). Yields the product COC=1C=C(C=CC1OC)CCNC(CC1=C(C=CC(=C1)OC)OC)=O (N-[2-(3,4-Dimethoxy-phenyl)-ethyl]-2,5-dimethoxyphenyl-acetamide). Reaction SMILES: [CH3:1][O:2][C:3]1[CH:4]=[C:5]([CH2:11][CH2:12][NH2:13])[CH:6]=[CH:7][C:8]=1[O:9][CH3:10].[CH3:14][O:15][C:16]1[CH:21]=[CH:20][C:19]([O:22][CH3:23])=[CH:18][C:17]=1[CH2:24][C:25](Cl)=[O:26]>>[CH3:1][O:2][C:3]1[CH:4]=[C:5]([CH2:11][CH2:12][NH:13][C:25](=[O:26])[CH2:24][C:17]2[CH:18]=[C:19]([O:22][CH3:23])[CH:20]=[CH:21][C:16]=2[O:15][CH3:14])[CH:6]=[CH:7][C:8]=1[O:9][CH3:10]. Procedure details: prepared by reaction of 3,4-dimethoxyphenylethylamine with 2,5-dimethoxyphenyl acetyl chloride. The reactants are BrC1=CC=C(C=O)C=C1 (4-bromobenzaldehyde), BrC1=CC=C(CBr)C=C1 (4-bromobenzylbromide), C(C)OP(OCC)OCC (triethylphosphite), [H-].[Na+] (sodium hydride). The solvent is CN(C)C=O (DMF). Run at temperature 150 celsius, time 4 hour. The product is BrC1=CC=C(C=C1)C=CC1=CC=C(C=C1)Br (4,4′-dibromostilbene). Yield: 65.0%. As a reaction SMILES: [Br:1][C:2]1[CH:9]=[CH:8][C:5]([CH2:6]Br)=[CH:4][CH:3]=1.C(OP(OCC)OCC)C.[H-].[Na+].[Br:22][C:23]1[CH:30]=[CH:29][C:26]([CH:27]=O)=[CH:25][CH:24]=1>CN(C=O)C>[Br:1][C:2]1[CH:9]=[CH:8][C:5]([CH:6]=[CH:27][C:26]2[CH:29]=[CH:30][C:23]([Br:22])=[CH:24][CH:25]=2)=[CH:4][CH:3]=1 |f:2.3|. Procedure: 47 g (0.188 mol) of 4-bromobenzylbromide and 37.5 g (0.224 mol) of check triethylphosphite were put into a 500 ml 3-neck round-bottom flask equipped with a stirrer, a thermometer and a reflux condenser under an argon atmosphere, and the resulting mixture was stirred at 150° C. for 4 hours. The temperature was dropped to room temperature, and 250 ml of anhydrous DMF was added. After an ice bath was installed, 11.28 g (0.282 mol) of sodium hydride (60%) was slowly added and the resultant was stirr... Reactants: C1CCOC1, COC(=O)C1CC(N=[N+]=[N-])CN1Cc1ccccc1, O, c1ccc(P(c2ccccc2)c2ccccc2)cc1. Yields the product COC(=O)C1CC(N)CN1Cc1ccccc1. Reaction SMILES: [CH2:40]1[O:41][CH2:42][CH2:43][CH2:44]1.[CH3:1][O:2][C:3](=[O:4])[CH:5]1[N:6]([CH2:13][c:14]2[cH:15][cH:16][cH:17][cH:18][cH:19]2)[CH2:7][CH:8]([N:10]=[N+:11]=[N-:12])[CH2:9]1.[OH2:39].[c:20]1([P:21]([c:22]2[cH:23][cH:24][cH:25][cH:26][cH:27]2)[c:28]2[cH:29][cH:30][cH:31][cH:32][cH:33]2)[cH:34][cH:35][cH:36][cH:37][cH:38]1>>[CH3:1][O:2][C:3](=[O:4])[CH:5]1[N:6]([CH2:13][c:14]2[cH:15][cH:16][cH:17][cH:18][cH:19]2)[CH2:7][CH:8]([NH2:10])[CH2:9]1. Starting materials: ClC1=NOC(=N1)C1CN(CC(C1)C1=CC=C(C=C1)C(F)(F)F)C(=O)N1CCOCC1 ({3-(3-Chloro-1,2,4-oxadiazol-5-yl)-5-[4-(trifluoromethyl)phenyl]piperidin-1-yl}(morpholin-4-yl)methanone), CNCCO (2-(methylamino)ethanol), CNCCO (2-(methylamino)ethanol). Run in C(C)O (ethanol). Conditions: time 2 hour. Yields the product OCCN(C1=NOC(=N1)C1CN(CC(C1)C1=CC=C(C=C1)C(F)(F)F)C(=O)N1CCOCC1)C ((3-{3-[(2-Hydroxyethyl)(methyl)amino]-1,2,4-oxadiazol-5-yl}-5-[4-(trifluoromethyl)phenyl]-piperidin-1-yl)(morpholin-4-yl)methanone). RXN SMILES: Cl[C:2]1[N:6]=[C:5]([CH:7]2[CH2:12][CH:11]([C:13]3[CH:18]=[CH:17][C:16]([C:19]([F:22])([F:21])[F:20])=[CH:15][CH:14]=3)[CH2:10][N:9]([C:23]([N:25]3[CH2:30][CH2:29][O:28][CH2:27][CH2:26]3)=[O:24])[CH2:8]2)[O:4][N:3]=1.[CH3:31][NH:32][CH2:33][CH2:34][OH:35]>C(O)C>[OH:35][CH2:34][CH2:33][N:32]([CH3:31])[C:2]1[N:6]=[C:5]([CH:7]2[CH2:12][CH:11]([C:13]3[CH:18]=[CH:17][C:16]([C:19]([F:22])([F:21])[F:20])=[CH:15][CH:14]=3)[CH2:10][N:9]([C:23]([N:25]3[CH2:30][CH2:29][O:28][CH2:27][CH2:26]3)=[O:24])[CH2:8]2)[O:4][N:3]=1. Procedure details: To a solution of 150 mg (0.337 mmol) of the oxadiazole from Example 23A in 2.25 ml of ethanol were added 507 mg (6.74 mmol) of 2-(methylamino)ethanol, and then the reaction mixture was stirred in the microwave at 80 for 2 h. Another 507 mg (6.74 mmol) of 2-(methylamino)ethanol were added and the mixture was stirred in the microwave at 80 for a further 2 h and then at 100° C. for 30 min. The solvent was removed under reduced pressure and the crude product was purified by means of preparative HPLC... The reactants are C(#N)[BH3-].[Na+] (sodium cyanoborohydride), NC=1C=C(C=CC1)C=1C=2C(=CNC1C)C(N(N2)C2=CC=C(C=C2)Cl)=O (7-(3-aminophenyl)-2-(4-chlorophenyl)-2,5-dihydro-6-methylpyrazolo[4,3-c]pyridin-3-one), N1=CC(=CC=C1)C=O (3-pyridinecarboxaldehyde), C(C)(=O)O (acetic acid). Run in CO (methanol). Conditions: time 3 hour. Product: ClC1=CC=C(C=C1)N1N=C2C(=CNC(=C2C2=CC(=CC=C2)NCC=2C=NC=CC2)C)C1=O (2-(4-Chlorophenyl)-2,5-dihydro-6-methyl-7-[3-(3-pyridylmethylamino)phenyl]pyrazolo [4,3-c]pyridin-3-one). Isolated yield 92.3%. Reaction SMILES: [NH2:1][C:2]1[CH:3]=[C:4]([C:8]2[C:9]3[C:10]([C:15](=[O:25])[N:16]([C:18]4[CH:23]=[CH:22][C:21]([Cl:24])=[CH:20][CH:19]=4)[N:17]=3)=[CH:11][NH:12][C:13]=2[CH3:14])[CH:5]=[CH:6][CH:7]=1.[N:26]1[CH:31]=[CH:30][CH:29]=[C:28]([CH:32]=O)[CH:27]=1.C(O)(=O)C.C([BH3-])#N.[Na+]>CO>[Cl:24][C:21]1[CH:22]=[CH:23][C:18]([N:16]2[C:15](=[O:25])[C:10]3=[CH:11][NH:12][C:13]([CH3:14])=[C:8]([C:4]4[CH:5]=[CH:6][CH:7]=[C:2]([NH:1][CH2:32][C:28]5[CH:27]=[N:26][CH:31]=[CH:30][CH:29]=5)[CH:3]=4)[C:9]3=[N:17]2)=[CH:19][CH:20]=1 |f:3.4|. Procedure details: To a stirred mixture of 7-(3-aminophenyl)-2-(4-chlorophenyl)-2,5-dihydro-6-methylpyrazolo[4,3-c]pyridin-3-one (0.100 g, 0.285 mmol), 3-pyridinecarboxaldehyde (32.3 ml, 0.342 mmol), and acetic acid (65.5 ml, 1.14 mmol) in anhydrous methanol (4 ml) under nitrogen was added sodium cyanoborohydride (21.5 mg, 0.342 mmol) and the mixture was stirred for 3 h. The mixture was quenched with saturated aqueous K2CO3 (0.5 ml) and the solvent was removed in vacuo. The residue was purified by flash chromatogr... Reactants: O[C@@H]([C@@H](OC1=CC=C(C=C1)B(O)O)C)CCC=1C=NC=CC1 ((1S,2R)-4-(2-Hydroxy-1-methyl-4-pyridin-3-ylbutoxy)benzeneboronic acid), BrC1=C(C=CC=C1)OC(F)(F)F (2-bromo(trifluoromethyloxy)benzene), C([O-])([O-])=O.[Na+].[Na+] (sodium carbonate). The reagents and catalysts are C=1C=CC(=CC1)[P](C=2C=CC=CC2)(C=3C=CC=CC3)[Pd]([P](C=4C=CC=CC4)(C=5C=CC=CC5)C=6C=CC=CC6)([P](C=7C=CC=CC7)(C=8C=CC=CC8)C=9C=CC=CC9)[P](C=1C=CC=CC1)(C=1C=CC=CC1)C=1C=CC=CC1 (tetrakis(triphenylphosphine)palladium). Solvent: C(C)O (ethanol). Conditions: temperature 80 celsius. Product: N1=CC(=CC=C1)CCC(C(C)OC1=CC=C(C=C1)C1=C(C=CC=C1)OC(F)(F)F)O (1-Pyridin-3-yl-4-(2′-trifluoromethoxybiphenyl-4-yloxy)pentan-3-ol). Yield: 69.7%. RXN SMILES: [OH:1][C@H:2]([CH2:15][CH2:16][C:17]1[CH:18]=[N:19][CH:20]=[CH:21][CH:22]=1)[C@H:3]([CH3:14])[O:4][C:5]1[CH:10]=[CH:9][C:8](B(O)O)=[CH:7][CH:6]=1.Br[C:24]1[CH:29]=[CH:28][CH:27]=[CH:26][C:25]=1[O:30][C:31]([F:34])([F:33])[F:32].C(=O)([O-])[O-].[Na+].[Na+]>C(O)C.C1C=CC([P]([Pd]([P](C2C=CC=CC=2)(C2C=CC=CC=2)C2C=CC=CC=2)([P](C2C=CC=CC=2)(C2C=CC=CC=2)C2C=CC=CC=2)[P](C2C=CC=CC=2)(C2C=CC=CC=2)C2C=CC=CC=2)(C2C=CC=CC=2)C2C=CC=CC=2)=CC=1>[N:19]1[CH:20]=[CH:21][CH:22]=[C:17]([CH2:16][CH2:15][CH:2]([OH:1])[CH:3]([O:4][C:5]2[CH:10]=[CH:9][C:8]([C:24]3[CH:29]=[CH:28][CH:27]=[CH:26][C:25]=3[O:30][C:31]([F:32])([F:34])[F:33])=[CH:7][CH:6]=2)[CH3:14])[CH:18]=1 |f:2.3.4,^1:47,49,68,87|. Procedure: Prepared according to the method described in Example 12b) from (1S,2R)-4-(2-hydroxy-1-methyl-4-pyridin-3-ylbutoxy)benzeneboronic acid (0.150 g, Example 33), 2-bromo(trifluoromethyloxy)benzene (0.26 g), 2M aqueous sodium carbonate (0.50 ml) and tetrakis(triphenylphosphine)palladium (0) (0.025 g) in ethanol (3 ml). The reaction mixture was heated in a sealed vial at 80° C. for 2 hours. After cooling, the solution was is concentrated under reduced pressure and taken up in acetone and filtered thro... The solvent is CCCCCC (hexane), O1CCCC1 (tetrahydrofuran), CO (methanol). As a reaction SMILES: C([Li])CCC.[CH3:6][O:7][CH2:8][CH2:9][N:10]([CH3:14])[CH2:11][C:12]#[CH:13].[C:15](=[O:17])=[O:16].O>CCCCCC.O1CCCC1.CO>[CH3:6][O:7][CH2:8][CH2:9][N:10]([CH3:14])[CH2:11][C:12]#[C:13][C:15]([OH:17])=[O:16]. Conditions: temperature -78 celsius, time 1 hour. Procedure: n-Butyl lithium in hexane (37.8 mL, 2.5 M in n-hexane) was slowly added to (2-methoxy-ethyl)-methyl-prop-2-ynyl-amine (12.0 g, 94.5 mmol) in 90 mL of tetrahydrofuran under nitrogen. The mixture was stirred for 1 hr at −78° C., then dry carbon dioxide was passed through the reaction overnight. The resulting solution was poured into water and washed with ethyl acetate. The aqueous layer was evaporated under reduced pressure to give the crude acid. The dry acid was dissolved in methanol, and the in... The product is COCCN(CC#CC(=O)O)C (4-[(2-methoxy-ethyl)-methyl-amino]-but-2-ynoic acid). Starting materials: C(CCC)[Li] (n-Butyl lithium), COCCN(CC#C)C ((2-methoxy-ethyl)-methyl-prop-2-ynyl-amine), O (water), C(=O)=O (carbon dioxide). The reactants are C(#N)C=1C=C(C=2CCCCC2C1)C(=O)O (3-cyano-5,6,7,8-tetrahydro-1-naphthalenecarboxylic acid), C(C(=O)Cl)(=O)Cl (oxalyl chloride). Reagents/catalysts: CN(C)C=O (DMF). Run in C(Cl)Cl (DCM). Run at time 2 hour. The product is C(#N)C=1C=C(C=2CCCCC2C1)C(=O)Cl (3-Cyano-5,6,7,8-tetrahydro-1-naphthalenecarbonyl chloride). RXN SMILES: [C:1]([C:3]1[CH:4]=[C:5]([C:13]([OH:15])=O)[C:6]2[CH2:7][CH2:8][CH2:9][CH2:10][C:11]=2[CH:12]=1)#[N:2].C(Cl)(=O)C([Cl:19])=O>C(Cl)Cl.CN(C=O)C>[C:1]([C:3]1[CH:4]=[C:5]([C:13]([Cl:19])=[O:15])[C:6]2[CH2:7][CH2:8][CH2:9][CH2:10][C:11]=2[CH:12]=1)#[N:2]. Procedure details: To a solution of 3-cyano-5,6,7,8-tetrahydro-1-naphthalenecarboxylic acid (0.207 g, 1.03 mmol) in DCM (5 mL) was added oxalyl chloride (0.112 mL, 1.29 mmol) and 1 drop of DMF. The mixture was stirred at room temperature for 2 h., the solvent was removed in vacuo and the 3-cyano-5,6,7,8-tetrahydro-1-naphthalenecarbonyl chloride was used without purification.